This data is from the Open Reaction Database (ORD), a public repository of structured organic reaction records. The task is: describe an organic reaction: reactants, conditions, products, and yield Starting materials: COC1=CC=C(C=C1)C1SC2=C(N(C(C1OC(C)=O)=O)C(C)=O)C=CC=C2 (2-(4'-Methoxyphenyl)-3-acetoxy-5-acetyl-2,3-dihydro-1,5-benzothiazepin-4(5H)-one), NC1=CC=CC=C1 (aniline). Run in C(Cl)(Cl)Cl (chloroform). Run at time 2 hour. Product: C(C)(=O)NC1=CC=CC=C1 (acetanilide). Isolated yield 88.4%. RXN SMILES: COC1C=CC(C2[CH:15](OC(=O)C)[C:14](=[O:20])[N:13](C(=O)C)[C:12]3[CH:24]=[CH:25][CH:26]=[CH:27][C:11]=3S2)=CC=1.NC1C=CC=CC=1>C(Cl)(Cl)Cl>[C:14]([NH:13][C:12]1[CH:24]=[CH:25][CH:26]=[CH:27][CH:11]=1)(=[O:20])[CH3:15]. Procedure details: 7-(3). The compound (VII) (200 mg) and aniline (63 mg) are added to chloroform (10 ml), and the mixture is stirred at room temperature for 2 hours. The chloroform solution is concentrated and subjected to thin layer chromatography using silica gel (developer, benzene:ethyl acetate=1:1) to give acetanilide (62 mg, 88.3%) and the title compound (II) (159 mg, 89.2%), m.p. 196°-198° C. Reactants: [Al+3], C1CCOC1, [H-], [H-], [H-], [H-], [Li+], O, OCCN(CCO)CCO, COc1ccc(CC(=O)NC(C)CO)cc1OC. Yields the product COc1ccc(CCNC(C)CO)cc1OC. Reaction SMILES: [Al+3:2].[CH2:36]1[O:37][CH2:38][CH2:39][CH2:40]1.[H-:1].[H-:4].[H-:5].[H-:6].[Li+:3].[OH2:35].[OH:25][CH2:26][CH2:27][N:28]([CH2:29][CH2:30][OH:31])[CH2:32][CH2:33][OH:34].[OH:7][CH2:8][CH:9]([CH3:10])[NH:11][C:12]([CH2:13][c:14]1[cH:15][c:16]([O:22][CH3:23])[c:17]([O:20][CH3:21])[cH:18][cH:19]1)=[O:24]>>[OH:7][CH2:8][CH:9]([CH3:10])[NH:11][CH2:12][CH2:13][c:14]1[cH:15][c:16]([O:22][CH3:23])[c:17]([O:20][CH3:21])[cH:18][cH:19]1. Reactants: CN(C)C(=O)Cl, CCOC(=O)CC1OB(O)c2cc(O)cc(Cl)c21, [H-], [Na+], CN(C)C=O. Yields the product CCOC(=O)CC1OB(O)c2cc(OC(=O)N(C)C)cc(Cl)c21. RXN SMILES: [CH3:21][N:22]([C:23](=[O:24])[Cl:25])[CH3:26].[Cl:1][c:2]1[cH:3][c:4]([OH:18])[cH:5][c:6]2[c:10]1[CH:9]([CH2:11][C:12](=[O:13])[O:14][CH2:15][CH3:16])[O:8][B:7]2[OH:17].[H-:20].[Na+:19].[O:27]=[CH:28][N:29]([CH3:30])[CH3:31]>>[Cl:1][c:2]1[cH:3][c:4]([O:18][C:23]([N:22]([CH3:21])[CH3:26])=[O:24])[cH:5][c:6]2[c:10]1[CH:9]([CH2:11][C:12](=[O:13])[O:14][CH2:15][CH3:16])[O:8][B:7]2[OH:17]. The reactants are O=C([O-])[O-], CC(=O)O, O=C(O)c1ccc([N+](=O)[O-])s1, Nc1ccncc1O, [Na+], [Na+], O, O=S(Cl)Cl, c1ccncc1. Yields the product O=C(Nc1ccncc1O)c1ccc([N+](=O)[O-])s1. Reaction SMILES: [C:24](=[O:25])([O-:26])[O-:27].[C:37]([OH:38])(=[O:39])[CH3:40].[N+:1](=[O:2])([O-:3])[c:4]1[cH:5][cH:6][c:7]([C:9](=[O:10])[OH:11])[s:8]1.[NH2:16][c:17]1[c:18]([OH:23])[cH:19][n:20][cH:21][cH:22]1.[Na+:28].[Na+:29].[OH2:36].[S:12]([Cl:13])([Cl:14])=[O:15].[cH:30]1[cH:31][cH:32][n:33][cH:34][cH:35]1>>[N+:1](=[O:2])([O-:3])[c:4]1[cH:5][cH:6][c:7]([C:9](=[O:11])[NH:16][c:17]2[c:18]([OH:23])[cH:19][n:20][cH:21][cH:22]2)[s:8]1. Starting materials: BrB(Br)Br, CCn1cc(C#N)c2ccc(OC)cc21, ClCCl, [Na+], [OH-]. Yields the product CCn1cc(C#N)c2ccc(O)cc21. As a reaction SMILES: [B:16]([Br:17])([Br:18])[Br:19].[CH2:1]([CH3:2])[n:3]1[cH:4][c:5]([C:14]#[N:15])[c:6]2[cH:7][cH:8][c:9]([O:12][CH3:13])[cH:10][c:11]12.[Cl:22][CH2:23][Cl:24].[Na+:21].[OH-:20]>>[CH2:1]([CH3:2])[n:3]1[cH:4][c:5]([C:14]#[N:15])[c:6]2[cH:7][cH:8][c:9]([OH:12])[cH:10][c:11]12. Reactants: Cl (HCl), COC(COC1=C(C=C(C(=C1)OC)SCCC(N(C1=NC=CC=C1)C)=O)C)=O ({5-Methoxy-2-methyl-4-[2-(methyl-pyridin-2-yl-carbamoyl)-ethylsulfanyl]-phenoxy}-acetic acid methyl ester), O=P(Cl)(Cl)Cl (POCl3), C([O-])(O)=O.[Na+] (sodium bicarbonate), [BH4-].[Na+] (Sodium borohydride). Conditions: time 15 minute. Product: COC=1C(=CC(=C(OCC(=O)O)C1)C)SCCCN(C1=NC=CC=C1)C ({5-Methoxy-2-methyl-4-[3-(methyl-pyridin-2-yl-amino)-propylsulfanyl]-phenoxy}-acetic acid). As a reaction SMILES: C[O:2][C:3](=[O:28])[CH2:4][O:5][C:6]1[CH:11]=[C:10]([O:12][CH3:13])[C:9]([S:14][CH2:15][CH2:16][C:17](=O)[N:18]([CH3:25])[C:19]2[CH:24]=[CH:23][CH:22]=[CH:21][N:20]=2)=[CH:8][C:7]=1[CH3:27].O=P(Cl)(Cl)Cl.[BH4-].[Na+].Cl.C(=O)(O)[O-].[Na+]>>[CH3:13][O:12][C:10]1[C:9]([S:14][CH2:15][CH2:16][CH2:17][N:18]([CH3:25])[C:19]2[CH:24]=[CH:23][CH:22]=[CH:21][N:20]=2)=[CH:8][C:7]([CH3:27])=[C:6]([CH:11]=1)[O:5][CH2:4][C:3]([OH:28])=[O:2] |f:2.3,5.6|. Procedure: Compound 63A was dissolved POCl3 (250 mg, 1.6 mmol) and stirred for 15 minutes. The reaction was concentrated by blowing with nitrogen followed by concentration under vacuum. The intermediate was dissolved in 5 ml dimethoxyethane and cooled to ca. 5 C. Sodium borohydride (20 mg, 0.53 mmol) was added followed by warming to room temp. After 3 h 25 ml 2N HCl was added and heated to boiling for 1 minute. Saturated sodium bicarbonate was added to pH ca. 7-8. The crude product was extracted with 2×20 ...